This data is from the Open Reaction Database (ORD), a public repository of structured organic reaction records. The task is: describe an organic reaction: reactants, conditions, products, and yield Starting materials: BrC=1C=CC(=C(C1)NC(OC(C)(C)C)=O)Cl (tert-butyl 5-bromo-2-chlorophenylcarbamate), C1(CC1)/C=C/B1OC(C(O1)(C)C)(C)C ((E)-2-(2-cyclopropylvinyl)-4,4,5,5-tetramethyl-1,3,2-dioxaborolane), tetrakis(triphenyl-phosphine)palladium, C([O-])([O-])=O.[K+].[K+] (potassium carbonate). Run in CCOC(=O)C (EtOAc), O (water), C1(=CC=CC=C1)C (toluene). Reaction conditions: temperature 100 celsius, time 8 hour. Product: ClC1=C(C=C(C=C1)\C=C\C1CC1)NC(OC(C)(C)C)=O ((E)-tert-butyl 2-chloro-5-(2-cyclopropylvinyl)phenylcarbamate). Reaction SMILES: Br[C:2]1[CH:3]=[CH:4][C:5]([Cl:16])=[C:6]([NH:8][C:9](=[O:15])[O:10][C:11]([CH3:14])([CH3:13])[CH3:12])[CH:7]=1.[CH:17]1(/[CH:20]=[CH:21]/B2OC(C)(C)C(C)(C)O2)[CH2:19][CH2:18]1.C(=O)([O-])[O-].[K+].[K+]>C1(C)C=CC=CC=1.CCOC(C)=O.O>[Cl:16][C:5]1[CH:4]=[CH:3][C:2](/[CH:21]=[CH:20]/[CH:17]2[CH2:19][CH2:18]2)=[CH:7][C:6]=1[NH:8][C:9](=[O:15])[O:10][C:11]([CH3:14])([CH3:13])[CH3:12] |f:2.3.4|. Reported procedure: A solution of tert-butyl 5-bromo-2-chlorophenylcarbamate (from the previous step) (1.0 eq.) and (E)-2-(2-cyclopropylvinyl)-4,4,5,5-tetramethyl-1,3,2-dioxaborolane (commercially available) (1.0 eq.) in toluene (0.2 M) was mixed with tetrakis(triphenyl-phosphine)palladium (5 mol %) and 2N aqueous potassium carbonate solution (2.0 eq.). The reaction was heated to 100° C. and stirred overnight. After cooling to ambient temperature, the reaction mixture was diluted with EtOAc and water. The two phase...